This data is from the Open Reaction Database (ORD), a public repository of structured organic reaction records. The task is: describe an organic reaction: reactants, conditions, products, and yield The reactants are CCN(C(C)C)C(C)C (i-Pr2NEt), CC1=C(C=C(C=C1)[N+](=O)[O-])N1CC(CC1=O)C(=O)O (1-(2-methyl-5-nitrophenyl)-5-oxopyrrolidine-3-carboxylic acid), NC1(CN=CC=C1)C(C(=O)OCC)C (ethyl 3-amino-3-pyridylpropanoate), C1=CC2=C(N=C1)N(N=N2)O (HOAt), CCN=C=NCCCN(C)C (EDCI). Run in CN(C)C=O (DMF), CCOC(=O)C (EtOAc). Reaction conditions: time 8 hour. Product: CC1=C(C=C(C=C1)[N+](=O)[O-])N1CC(CC1=O)C(=O)NC(CC(=O)OCC)C=1C=NC=CC1 (Ethyl 3-{(1-(2-methyl-5-nitrophenyl)-5-oxopyrrolidin-3-yl)carbonylamino}-3-(3-pyridyl)propanoate). As a reaction SMILES: [CH3:1][C:2]1[CH:7]=[CH:6][C:5]([N+:8]([O-:10])=[O:9])=[CH:4][C:3]=1[N:11]1[C:15](=[O:16])[CH2:14][CH:13]([C:17]([OH:19])=O)[CH2:12]1.[NH2:20][C:21]1([CH:27](C)[C:28]([O:30][CH2:31][CH3:32])=[O:29])C=CC=NC1.[CH:34]1[CH:39]=[N:38][C:37]2N(O)N=N[C:36]=2[CH:35]=1.CCN(C(C)C)C(C)C.CCN=C=NCCCN(C)C>CN(C=O)C.CCOC(C)=O>[CH3:1][C:2]1[CH:7]=[CH:6][C:5]([N+:8]([O-:10])=[O:9])=[CH:4][C:3]=1[N:11]1[C:15](=[O:16])[CH2:14][CH:13]([C:17]([NH:20][CH:21]([C:36]2[CH:37]=[N:38][CH:39]=[CH:34][CH:35]=2)[CH2:27][C:28]([O:30][CH2:31][CH3:32])=[O:29])=[O:19])[CH2:12]1. Reported procedure: To a mixture of 1-(2-methyl-5-nitrophenyl)-5-oxopyrrolidine-3-carboxylic acid (5 g), ethyl 3-amino-3-pyridylpropanoate and HOAt in DMF at 0° C. was added i-Pr2NEt, followed by EDCI, in portions. The reaction mixture was then warmed up to room temperature and stirred overnight. The reaction solution was diluted with EtOAc and the organic phase was washed with saturated NaHCO3 and NaCl aqueous solution. The organic layer was dried over Na2SO4, concentrated in vacuo. The crude product was purified ... Starting materials: BrCCCCCCOC(c1ccccc1)(c1ccccc1)c1ccccc1, COC(=O)CC(=O)OC, C[O-], CO, [Na+], O=C(O)CC(O)(CC(=O)O)C(=O)O. The product is COC(=O)C(CCCCCCOC(c1ccccc1)(c1ccccc1)c1ccccc1)C(=O)OC. Reaction SMILES: [Br:13][CH2:14][CH2:15][CH2:16][CH2:17][CH2:18][CH2:19][O:20][C:21]([c:22]1[cH:23][cH:24][cH:25][cH:26][cH:27]1)([c:28]1[cH:29][cH:30][cH:31][cH:32][cH:33]1)[c:34]1[cH:35][cH:36][cH:37][cH:38][cH:39]1.[C:4]([CH2:5][C:6](=[O:7])[O:8][CH3:9])(=[O:10])[O:11][CH3:12].[CH3:1][O-:2].[CH3:53][OH:54].[Na+:3].[OH:40][C:41]([CH2:42][C:43]([C:44](=[O:45])[OH:46])([CH2:47][C:48](=[O:49])[OH:50])[OH:51])=[O:52]>>[C:4]([CH:5]([C:6](=[O:7])[O:8][CH3:9])[CH2:14][CH2:15][CH2:16][CH2:17][CH2:18][CH2:19][O:20][C:21]([c:22]1[cH:23][cH:24][cH:25][cH:26][cH:27]1)([c:28]1[cH:29][cH:30][cH:31][cH:32][cH:33]1)[c:34]1[cH:35][cH:36][cH:37][cH:38][cH:39]1)(=[O:10])[O:11][CH3:12]. Solvent: N (ammonia). RXN SMILES: ClC1N=CN=C2C=1N=CN2[C@H]1C[C@@H](CO)C=C1.[NH2:18][C:19]1[N:27]=[CH:26][N:25]=[C:24]2[C:20]=1[N:21]=[CH:22][N:23]2[C@H:28]1[CH2:32][C@@H:31]([CH2:33][OH:34])[CH:30]=[CH:29]1>N>[NH2:18][C:19]1[N:27]=[CH:26][N:25]=[C:24]2[C:20]=1[N:21]=[CH:22][N:23]2[C@H:28]1[CH2:32][C@@H:31]([CH2:33][OH:34])[CH:30]=[CH:29]1 |f:0.1|. The product is NC1=C2N=CN(C2=NC=N1)[C@@H]1C=C[C@@H](C1)CO ((+)-(1R,4S)-4-(6-Amino-9H-purin-9-yl)-2-cyclopentene-1-methanol). Reported procedure: (+)-(1R,4S)-4-(6-Amino-9H-purin-9-yl)-2-cyclopentene-1-methanol (1R,4S)-4-(6-Chloro-9H-purin-9-yl)-2-cyclopentene-1-methanol (from part e of this example, 2.00 g, 7.98 mmol) was stirred in liquid ammonia (50 mL) in a Parr bomb at 25° C. for 18 hours. Evaporation of volatiles and crystallization of the residual solid from methanol-acetonitrile gave title compound as white prisms (1.61 g, 87%), m.p. 195-200° C.; 1H-NMR (DMSO-d6) δ: 8.15 (s, 1H), 8.06 (s, 1H), 7.21 (br s, 2H), 6.15 and 5.95 (two m,... The yield is 87.0%. Starting materials: ClC1=C2N=CN(C2=NC=N1)[C@@H]1C=C[C@@H](C1)CO.NC1=C2N=CN(C2=NC=N1)[C@@H]1C=C[C@@H](C1)CO ((+)-(1R,4S)-4-(6-Amino-9H-purin-9-yl)-2-cyclopentene-1-methanol (1R,4S)-4-(6-Chloro-9H-purin-9-yl)-2-cyclopentene-1-methanol).